describe an organic reaction: reactants, conditions, products, and yield From a dataset of the Open Reaction Database (ORD), a public repository of structured organic reaction records. Reactants: C(C)(C)(C)C1C(CCCC1)O (2-tert-butylcyclohexanol), C1C(C)O1 (propyleneoxide), C(C)(C)(C)C1CC(CCC1)O (3-tert-butylcyclohexanol), C1C(CC)O1 (1,2-butyleneoxide). Product: C(C)(C)(C)C1CC(CCC1)O (3-tert-butylcyclohexanol), C(C)(C)(C)C1CC(CCC1)OCC(CC)O (1-(3-tert-butylcyclohexyloxy)-2-butanol). As a reaction SMILES: [C:1]([CH:5]1[CH2:10][CH2:9][CH2:8][CH:7]([OH:11])[CH2:6]1)([CH3:4])([CH3:3])[CH3:2].[CH2:12]1[O:16][CH:13]1[CH2:14][CH3:15].C(C1CCCCC1O)(C)(C)C.C1OC1C>>[C:1]([CH:5]1[CH2:10][CH2:9][CH2:8][CH:7]([OH:11])[CH2:6]1)([CH3:4])([CH3:2])[CH3:3].[C:1]([CH:5]1[CH2:10][CH2:9][CH2:8][CH:7]([O:11][CH2:12][CH:13]([OH:16])[CH2:14][CH3:15])[CH2:6]1)([CH3:4])([CH3:2])[CH3:3]. Procedure: The synthesis was carried out in the same manner as described in Example 1, except that 30.0 g (0.192 mol) of 3-tert-butylcyclohexanol (cis:trans=2:8) and 13.8 g (0.192 mol) of 1,2-butyleneoxide were used instead of 30.0 g (0.192 mol) of 2-tert-butylcyclohexanol (cis:trans=8:2) and 11.1 g (0.192 mol) of propyleneoxide. 11.3 g of 3-tert-butylcyclohexanol and 9.3 g of 1-(3-tert-butylcyclohexyloxy)-2-butanol (cis:trans=2:8) (bp. 145° to 148° C./10 mm Hg) were obtained in a 32% yield. Then, the cis-... Reactants: CCNCC, CN(C)C=O, O=C1c2c(ccc(F)c2Cl)-n2cnc(-c3noc(CCl)n3)c2C2CCN12. The product is CCN(CC)Cc1nc(-c2ncn3c2C2CCN2C(=O)c2c-3ccc(F)c2Cl)no1. As a reaction SMILES: [CH2:27]([CH3:28])[NH:29][CH2:30][CH3:31].[CH3:32][N:33]([CH3:34])[CH:35]=[O:36].[Cl:1][c:2]1[c:3]([F:26])[cH:4][cH:5][c:6]2[c:7]1[C:8](=[O:25])[N:9]1[CH:10]([c:11]3[n:12]-2[cH:13][n:14][c:15]3-[c:16]2[n:17][o:18][c:19]([CH2:21][Cl:22])[n:20]2)[CH2:23][CH2:24]1>>[Cl:1][c:2]1[c:3]([F:26])[cH:4][cH:5][c:6]2[c:7]1[C:8](=[O:25])[N:9]1[CH:10]([c:11]3[n:12]-2[cH:13][n:14][c:15]3-[c:16]2[n:17][o:18][c:19]([CH2:21][N:29]([CH2:27][CH3:28])[CH2:30][CH3:31])[n:20]2)[CH2:23][CH2:24]1. As a reaction SMILES: [CH2:11]=[O:12].[CH2:1]([CH3:2])[N:3]1[C:4](=[O:10])[C:5](=[O:9])[NH:6][CH2:7][CH2:8]1.[ClH:13]>>[CH2:1]([CH3:2])[N:3]1[C:4](=[O:10])[C:5](=[O:9])[N:6]([CH2:11][OH:12])[CH2:7][CH2:8]1. Yields the product CCN1CCN(CO)C(=O)C1=O. The reactants are C=O, CCN1CCNC(=O)C1=O, Cl.